From a dataset of the Open Reaction Database (ORD), a public repository of structured organic reaction records. describe an organic reaction: reactants, conditions, products, and yield Starting materials: CCCCCOc1ccc(-c2ncc(-c3ccc(C(=O)O)cc3)s2)cc1, CCN=C=NCCCN(C)C, ClCCl, Cl, On1nnc2ccccc21. Yields the product CCCCCOc1ccc(-c2ncc(-c3ccc(C(=O)On4nnc5ccccc54)cc3)s2)cc1. RXN SMILES: [CH2:11]([CH2:12][CH2:13][CH2:14][CH3:15])[O:16][c:17]1[cH:18][cH:19][c:20](-[c:23]2[s:24][c:25](-[c:28]3[cH:29][cH:30][c:31]([C:32](=[O:33])[OH:34])[cH:35][cH:36]3)[cH:26][n:27]2)[cH:21][cH:22]1.[CH2:38]([N:39]=[C:40]=[N:41][CH2:42][CH2:43][CH2:44][N:45]([CH3:46])[CH3:47])[CH3:48].[Cl:49][CH2:50][Cl:51].[ClH:37].[OH:1][n:2]1[n:3][n:4][c:5]2[c:6]1[cH:7][cH:8][cH:9][cH:10]2>>[O:1]([n:2]1[n:3][n:4][c:5]2[c:6]1[cH:7][cH:8][cH:9][cH:10]2)[C:32]([c:31]1[cH:30][cH:29][c:28](-[c:25]2[s:24][c:23](-[c:20]3[cH:19][cH:18][c:17]([O:16][CH2:11][CH2:12][CH2:13][CH2:14][CH3:15])[cH:22][cH:21]3)[n:27][cH:26]2)[cH:36][cH:35]1)=[O:33]. Solvent: CO (methanol). Reactants: C([O-])([O-])=O.[K+].[K+] (potassium carbonate), ClC=1SC(=CC1C1CC(C=C(C1)NNS(=O)(=O)C1=CC=C(C=C1)C)=O)Cl (5-(2,5-dichlorothiophen-3-yl)-1-[2-(4-methylphenylsulfonyl)hydrazino]cyclohexen-3-one), C([O-])([O-])=O.[K+].[K+] (potassium carbonate), BrCC(C(F)(F)F)=O (1-bromo-3,3,3-trifluoropropan-2-one). RXN SMILES: [Cl:1][C:2]1[S:3][C:4]([Cl:26])=[CH:5][C:6]=1[CH:7]1[CH2:12][C:11]([NH:13][NH:14]S(C2C=CC(C)=CC=2)(=O)=O)=[CH:10][C:9](=[O:25])[CH2:8]1.C(=O)([O-])[O-].[K+].[K+].Br[CH2:34][C:35](=O)[C:36]([F:39])([F:38])[F:37]>CO>[Cl:1][C:2]1[S:3][C:4]([Cl:26])=[CH:5][C:6]=1[CH:7]1[CH2:12][C:11]2[N:13]=[N:14][CH:34]=[C:35]([C:36]([F:39])([F:38])[F:37])[C:10]=2[C:9](=[O:25])[CH2:8]1 |f:1.2.3|. Procedure details: To a mixture of 5-(2,5-dichlorothiophen-3-yl)-1-[2-(4-methylphenylsulfonyl)hydrazino]cyclohexen-3-one (2.0 g), anhydrous potassium carbonate (0.9 g) and methanol (20 ml) was added, under ice-cooling, 1-bromo-3,3,3-trifluoropropan-2-one (1.24 g), and the mixture was stirred at the same temperature for 0.5 hours. To the mixture was added anhydrous potassium carbonate (1.2 g), and the mixture was refluxed for 2 hours. Under reduced pressure, the solvent was evaporated, and the residue was extracted... The product is ClC=1SC(=CC1C1CC(C=2C(=CN=NC2C1)C(F)(F)F)=O)Cl (7-(2,5-dichlorothiophen-3-yl)-4-trifluoromethyl-5,6,7,8-tetrahydrocinnolin-5-one). The yield is 50.9%. Starting materials: C(CC(O)(C(=O)O)CC(=O)O)(=O)O (citric acid), C(OCC1=CC(=CC(=C1)C#N)Cl)(=O)Cl (3-chloro-5-cyanobenzyl carbonochloridate), CN(C(=O)C=1N=NNC1)CCC1CCNCC1 (N-methyl-N-(2-(piperidin-4-yl)ethyl)-1H-1,2,3-triazole-4-carboxamide), C([O-])(O)=O.[Na+] (sodium bicarbonate). Run in C(Cl)Cl (DCM). Conditions: time 16 hour. Product: CN(C(=O)C=1N=NNC1)CCC1CCN(CC1)C(=O)OCC1=CC(=CC(=C1)C#N)Cl (3-chloro-5-cyanobenzyl 4-(2-(N-methyl-1H-1,2,3-triazole-4-carboxamido)ethyl)piperidine-1-carboxylate). Reaction SMILES: [C:1](Cl)(=[O:13])[O:2][CH2:3][C:4]1[CH:9]=[C:8]([C:10]#[N:11])[CH:7]=[C:6]([Cl:12])[CH:5]=1.[CH3:15][N:16]([CH2:24][CH2:25][CH:26]1[CH2:31][CH2:30][NH:29][CH2:28][CH2:27]1)[C:17]([C:19]1[N:20]=[N:21][NH:22][CH:23]=1)=[O:18].C(=O)(O)[O-].[Na+].C(O)(=O)CC(CC(O)=O)(C(O)=O)O>C(Cl)Cl>[CH3:15][N:16]([CH2:24][CH2:25][CH:26]1[CH2:27][CH2:28][N:29]([C:1]([O:2][CH2:3][C:4]2[CH:9]=[C:8]([C:10]#[N:11])[CH:7]=[C:6]([Cl:12])[CH:5]=2)=[O:13])[CH2:30][CH2:31]1)[C:17]([C:19]1[N:20]=[N:21][NH:22][CH:23]=1)=[O:18] |f:2.3|. Reported procedure: To 3-chloro-5-cyanobenzyl carbonochloridate (step 4) (65.5 mg, 0.285 mmol) and N-methyl-N-(2-(piperidin-4-yl)ethyl)-1H-1,2,3-triazole-4-carboxamide (step 3) (78 mg, 0.285 mmol) in DCM (5 mL) was added saturated aqueous sodium bicarbonate solution (5 mL, 0.285 mmol), and the mixture stirred vigorously for 16 hrs. The resulting mixture was acidified with 10% citric acid solution and the organic portion was separated, dried (MgSO4) and concentrated under reduced pressure. The residue was dissolved ... The reactants are ClC1=NSN=C(C1=O)Cl (3,5-dichloro-4H-1,2,6-thiadiazin-4-one), O (water), COC=1C=C(C=C(C1)OC)O (3,5-dimethoxyphenol), [OH-].[Na+] (sodium hydroxide). Reagents/catalysts: [Cl-].C(CCC)[N+](CCCC)(CCCC)CCCC (tetra-n-butylammonium chloride). The solvent is C(Cl)Cl (CH2Cl2). Conditions: time 3 hour. The product is ClC1=NSN=C(C1=O)C1=CC(=CC(=C1)OC)OC (3-chloro-(3,5-dimethoxyphenyl)-4H-1,2,6-thiadiazin-4-one). As a reaction SMILES: [Cl:1][C:2]1[C:7](=[O:8])[C:6](Cl)=[N:5][S:4][N:3]=1.O.[CH3:11][O:12][C:13]1[CH:14]=[C:15](O)[CH:16]=[C:17]([O:19][CH3:20])[CH:18]=1.[OH-].[Na+]>C(Cl)Cl.[Cl-].C([N+](CCCC)(CCCC)CCCC)CCC>[Cl:1][C:2]1[C:7](=[O:8])[C:6]([C:15]2[CH:14]=[C:13]([O:12][CH3:11])[CH:18]=[C:17]([O:19][CH3:20])[CH:16]=2)=[N:5][S:4][N:3]=1 |f:3.4,6.7|. Procedure details: To a solution of 1.83 g of 3,5-dichloro-4H-1,2,6-thiadiazin-4-one in 50 ml CH2Cl2 is added a solution of 50 ml of water, 1.54 g of 3,5-dimethoxyphenol, 5 ml of 2N aqueous sodium hydroxide solution and 0.1 g of tetra-n-butylammonium chloride. The two phase mixture is stirred at room temperature for 3 hours. Then the layers are separated, and the organic layer is dried over magnesium sulfate and concentrated. The residue is recrystallized from alcohol to yield white crystals, mp 121°-124°. Reactants: CC(C)NC(C)C, [Cl-], CSc1nc(N)c2c(-c3ccccc3Cl)n[nH]c2n1, C1CCOC1, O=C(O)c1ccccn1, O=S(Cl)Cl. RXN SMILES: [CH:30]([NH:31][CH:32]([CH3:33])[CH3:34])([CH3:35])[CH3:36].[Cl-:10].[Cl:11][c:12]1[c:13](-[c:18]2[n:19][nH:20][c:21]3[n:22][c:23]([S:28][CH3:29])[n:24][c:25]([NH2:27])[c:26]23)[cH:14][cH:15][cH:16][cH:17]1.[O:41]1[CH2:42][CH2:43][CH2:44][CH2:45]1.[OH:1][C:2](=[O:3])[c:4]1[cH:5][cH:6][cH:7][cH:8][n:9]1.[S:37]([Cl:38])([Cl:39])=[O:40]>>[C:2](=[O:3])([c:4]1[cH:5][cH:6][cH:7][cH:8][n:9]1)[NH:27][c:25]1[n:24][c:23]([S:28][CH3:29])[n:22][c:21]2[nH:20][n:19][c:18](-[c:13]3[c:12]([Cl:11])[cH:17][cH:16][cH:15][cH:14]3)[c:26]21. The product is CSc1nc(NC(=O)c2ccccn2)c2c(-c3ccccc3Cl)n[nH]c2n1. The solvent is C(C)O (ethanol). RXN SMILES: Cl[C:2]1[N:7]=[C:6]([Cl:8])[N:5]=[C:4]([NH:9][CH2:10][C:11]2[CH:16]=[CH:15][C:14]([O:17][CH3:18])=[CH:13][CH:12]=2)[N:3]=1.Cl.[OH:20][CH:21]1[CH2:24][NH:23][CH2:22]1.C(=O)([O-])[O-].[K+].[K+]>C(O)C>[Cl:8][C:6]1[N:7]=[C:2]([N:23]2[CH2:24][CH:21]([OH:20])[CH2:22]2)[N:3]=[C:4]([NH:9][CH2:10][C:11]2[CH:16]=[CH:15][C:14]([O:17][CH3:18])=[CH:13][CH:12]=2)[N:5]=1 |f:1.2,3.4.5|. Procedure details: A 1.47 g (5.16 mmol) portion of 2,4-dichloro-6-(4-methoxybenzylamino)-1,3,5-triazine was suspended in 100 ml of ethanol, mixed with 568 mg (5.18 mmol) of 3-hydroxyazetidine hydrochloride and 1.43 g of potassium carbonate and stirred at room temperature for 7 hours. After evaporation of the solvent under a reduced pressure, water was added to the residue and the resulting precipitate was collected by filtration to obtain 1.54 g (93%) of the title compound as a white powder. Starting materials: ClC1=NC(=NC(=N1)Cl)NCC1=CC=C(C=C1)OC (2,4-dichloro-6-(4-methoxybenzylamino)-1,3,5-triazine), Cl.OC1CNC1 (3-hydroxyazetidine hydrochloride), C([O-])([O-])=O.[K+].[K+] (potassium carbonate). Conditions: time 7 hour. The product is ClC1=NC(=NC(=N1)N1CC(C1)O)NCC1=CC=C(C=C1)OC (2-Chloro-4-(3-hydroxy-1-azetidinyl)-6-(4-methoxybenzylamino)-1,3,5-triazine). Yield: 93.0%. Reactants: C(C)(C)(C)OC(=O)NC1CC(N(C1)C1=CC(=C(C(=O)OC)C=C1)C)=O (methyl 4-(4-tert.-butoxycarbonylamino-2-oxo-pyrrolidin-1-yl)-2-methyl-benzoate), C(=O)(C(F)(F)F)O (TFA). Solvent: ClCCl (dichloromethane). Reaction conditions: time 18 hour. Yields the product FC(C(=O)O)(F)F.NC1CC(N(C1)C1=CC(=C(C(=O)OC)C=C1)C)=O (methyl 4-(4-amino-2-oxo-pyrrolidin-1-yl)-2-methyl-benzoate trifluoroacetate). Reaction SMILES: C(OC([NH:8][CH:9]1[CH2:13][N:12]([C:14]2[CH:23]=[CH:22][C:17]([C:18]([O:20][CH3:21])=[O:19])=[C:16]([CH3:24])[CH:15]=2)[C:11](=[O:25])[CH2:10]1)=O)(C)(C)C.[C:26]([OH:32])([C:28]([F:31])([F:30])[F:29])=[O:27]>ClCCl>[F:29][C:28]([F:31])([F:30])[C:26]([OH:32])=[O:27].[NH2:8][CH:9]1[CH2:13][N:12]([C:14]2[CH:23]=[CH:22][C:17]([C:18]([O:20][CH3:21])=[O:19])=[C:16]([CH3:24])[CH:15]=2)[C:11](=[O:25])[CH2:10]1 |f:3.4|. Procedure: 1.9 g (75%, 5.5 mmol) methyl 4-(4-tert.-butoxycarbonylamino-2-oxo-pyrrolidin-1-yl)-2-methyl-benzoate are dissolved in 25 ml dichloromethane and combined with 4.4 ml TFA. The mixture is stirred for 18 hours at ambient temperature, then evaporated to dryness and the residue is purified by chromatography on silica gel (eluant: gradient dichloromethane/isopropanol/ammonia 90:10:0.2-dichloromethane/methanol/ammonia 50:50:0.4). Product: CCOC(=O)c1c(Nc2cc(Cl)ccc2N)sc2ccccc12. Starting materials: O=C([O-])[O-], CCO, CCOC(=O)c1c(Nc2cc(Cl)ccc2[N+](=O)[O-])sc2ccccc12, Cl, [K+], [K+], O, O, Cl[Sn]Cl. Reaction SMILES: [C:31](=[O:32])([O-:33])[O-:34].[CH3:37][CH2:38][OH:39].[Cl:1][c:2]1[cH:3][cH:4][c:5]([N+:23]([O-:24])=[O:25])[c:6]([NH:7][c:8]2[c:9]([C:17](=[O:18])[O:19][CH2:20][CH3:21])[c:10]3[c:11]([s:12]2)[cH:13][cH:14][cH:15][cH:16]3)[cH:22]1.[ClH:40].[K+:35].[K+:36].[OH2:26].[OH2:27].[Sn:28]([Cl:29])[Cl:30]>>[Cl:1][c:2]1[cH:3][cH:4][c:5]([NH2:23])[c:6]([NH:7][c:8]2[c:9]([C:17](=[O:18])[O:19][CH2:20][CH3:21])[c:10]3[c:11]([s:12]2)[cH:13][cH:14][cH:15][cH:16]3)[cH:22]1. Reactants: CCN(C(C)C)C(C)C, Cn1c(Cl)nc2[nH]nc(Nc3ccccc3)c2c1=O, Cl, NC1CCCC1O, CN(C)C=O. Yields the product Cn1c(NC2CCCC2O)nc2n[nH]c(Nc3ccccc3)c2c1=O. As a reaction SMILES: [CH:28]([N:29]([CH2:30][CH3:31])[CH:32]([CH3:33])[CH3:34])([CH3:35])[CH3:36].[Cl:1][c:2]1[n:3]([CH3:19])[c:4](=[O:18])[c:5]2[c:6]([n:7]1)[nH:8][n:9][c:10]2[NH:11][c:12]1[cH:13][cH:14][cH:15][cH:16][cH:17]1.[ClH:20].[NH2:21][CH:22]1[CH:23]([OH:27])[CH2:24][CH2:25][CH2:26]1.[O:37]=[CH:38][N:39]([CH3:40])[CH3:41]>>[c:2]1([NH:21][CH:22]2[CH:23]([OH:27])[CH2:24][CH2:25][CH2:26]2)[n:3]([CH3:19])[c:4](=[O:18])[c:5]2[c:6]([n:7]1)[n:8][nH:9][c:10]2[NH:11][c:12]1[cH:13][cH:14][cH:15][cH:16][cH:17]1. Reactants: CC(C)(C)C1CCC(N)CC1, [BH3-]C#N, CC(=O)O, COC(OC)OC, O=Cc1ccc(C(=O)N(CCC(=O)O)CC2CC2)cc1, [Na+], CN(C)C=O. Yields the product CC(C)(C)C1CCC(NCc2ccc(C(=O)N(CCC(=O)O)CC3CC3)cc2)CC1. As a reaction SMILES: [C:21]([CH3:22])([CH3:23])([CH3:24])[CH:25]1[CH2:26][CH2:27][CH:28]([NH2:31])[CH2:29][CH2:30]1.[C:36]([BH3-:37])#[N:38].[CH3:32][C:33](=[O:34])[OH:35].[CH3:45][O:46][CH:47]([O:48][CH3:49])[O:50][CH3:51].[CH:1]1([CH2:4][N:5]([CH2:6][CH2:7][C:8](=[O:9])[OH:10])[C:11]([c:12]2[cH:13][cH:14][c:15]([CH:18]=[O:19])[cH:16][cH:17]2)=[O:20])[CH2:2][CH2:3]1.[Na+:39].[O:40]=[CH:41][N:42]([CH3:43])[CH3:44]>>[CH:1]1([CH2:4][N:5]([CH2:6][CH2:7][C:8](=[O:9])[OH:10])[C:11]([c:12]2[cH:13][cH:14][c:15]([CH2:18][NH:31][CH:28]3[CH2:27][CH2:26][CH:25]([C:21]([CH3:22])([CH3:23])[CH3:24])[CH2:30][CH2:29]3)[cH:16][cH:17]2)=[O:20])[CH2:2][CH2:3]1.